Dataset: the Open Reaction Database (ORD), a public repository of structured organic reaction records. Task: describe an organic reaction: reactants, conditions, products, and yield Reactants: CN(C)c1ccc(-c2ccc(C(=O)OC(C)(C)C)c(NC(=O)c3ccccc3)c2)cc1, O=C(O)C(F)(F)F. The product is CN(C)c1ccc(-c2ccc(C(=O)O)c(NC(=O)c3ccccc3)c2)cc1. As a reaction SMILES: [C:8]([c:9]1[cH:10][cH:11][cH:12][cH:13][cH:14]1)(=[O:15])[NH:16][c:17]1[c:18]([C:19](=[O:20])[O:21][C:22]([CH3:23])([CH3:24])[CH3:25])[cH:26][cH:27][c:28](-[c:30]2[cH:31][cH:32][c:33]([N:36]([CH3:37])[CH3:38])[cH:34][cH:35]2)[cH:29]1.[OH:1][C:2]([C:3]([F:4])([F:5])[F:6])=[O:7]>>[C:8]([c:9]1[cH:10][cH:11][cH:12][cH:13][cH:14]1)(=[O:15])[NH:16][c:17]1[c:18]([C:19](=[O:20])[OH:21])[cH:26][cH:27][c:28](-[c:30]2[cH:31][cH:32][c:33]([N:36]([CH3:37])[CH3:38])[cH:34][cH:35]2)[cH:29]1. Starting materials: C(C)(C)(C)OC([C@H]1N(CCC1)CC([C@@H](NC(=O)OCC1=CC=CC=C1)CC1=CC=CC=C1)=O)=O (N-[[N-(benzyloxycarbonyl)-L-phenylalanyl]methyl]-L-proline tert.butyl ester), C1(=CC=C(C=C1)S(=O)(=O)O)C (toluene-4-sulphonic acid), CC(CCC(=O)N[C@@H](CC(N)=O)C(=O)O)C (N-(4-methylvaleryl)-L-asparagine). The reagents and catalysts are [Pd] (palladium-on-carbon). Product: C(C)(C)(C)OC([C@H]1N(CCC1)CC([C@@H](NC([C@@H](NC(CCC(C)C)=O)CC(N)=O)=O)CC1=CC=CC=C1)=O)=O (N-[[N-[N-(4-methylvaleryl)-L-asparaginyl]-L-phenylalanyl]methyl]-L-proline tert.butyl ester). The yield is 27.8%. As a reaction SMILES: [C:1]([O:5][C:6](=[O:34])[C@@H:7]1[CH2:11][CH2:10][CH2:9][N:8]1[CH2:12][C:13](=[O:33])[C@H:14]([CH2:26][C:27]1[CH:32]=[CH:31][CH:30]=[CH:29][CH:28]=1)[NH:15][C:16](OCC1C=CC=CC=1)=[O:17])([CH3:4])([CH3:3])[CH3:2].C1(C)C=CC(S(O)(=O)=O)=CC=1.[CH3:46][CH:47]([CH3:61])[CH2:48][CH2:49][C:50]([NH:52][C@H:53](C(O)=O)[CH2:54][C:55](=[O:57])[NH2:56])=[O:51]>[Pd]>[C:1]([O:5][C:6](=[O:34])[C@@H:7]1[CH2:11][CH2:10][CH2:9][N:8]1[CH2:12][C:13](=[O:33])[C@H:14]([CH2:26][C:27]1[CH:32]=[CH:31][CH:30]=[CH:29][CH:28]=1)[NH:15][C:16](=[O:17])[C@H:53]([CH2:54][C:55](=[O:57])[NH2:56])[NH:52][C:50](=[O:51])[CH2:49][CH2:48][CH:47]([CH3:46])[CH3:61])([CH3:3])([CH3:4])[CH3:2]. Procedure details: 0.71 g (1.52 mmol) of N-[[N-(benzyloxycarbonyl)-L-phenylalanyl]methyl]-L-proline tert.butyl ester was hydrogenated in the presence of 0.58 g (3.05 mmol) of toluene-4-sulphonic acid over 5% palladium-on-carbon and the product was coupled with 0.35 g (1.52 mmol) of N-(4-methylvaleryl)-L-asparagine in an analogous manner to that described in Example 1. The crude product was purified by chromatography on silica gel using isopropanol in ethyl acetate (5%-8% gradient) for the elution. There was obtain... The reactants are CN1CC2=CC=CC=C2C(C1)O (2-methyl-1,2,3,4-tetrahydro-4-isoquinolinol), [H-].[Na+] (sodium hydride), FC1=CC=CC=C1 (fluorobenzene). The solvent is CN(C)C=O (DMF), CN(C)C=O (DMF). Conditions: temperature 95 celsius, time 4 hour. Yields the product CN1CC2=CC=CC=C2C(C1)OC1=CC=CC=C1 (2-Methyl-4-phenoxy-1,2,3,4-tetrahydroisoquinoline). Isolated yield 65.5%. Reaction SMILES: [CH3:1][N:2]1[CH2:11][CH:10]([OH:12])[C:9]2[C:4](=[CH:5][CH:6]=[CH:7][CH:8]=2)[CH2:3]1.[H-].[Na+].F[C:16]1[CH:21]=[CH:20][CH:19]=[CH:18][CH:17]=1>CN(C=O)C>[CH3:1][N:2]1[CH2:11][CH:10]([O:12][C:16]2[CH:21]=[CH:20][CH:19]=[CH:18][CH:17]=2)[C:9]2[C:4](=[CH:5][CH:6]=[CH:7][CH:8]=2)[CH2:3]1 |f:1.2|. Procedure: A solution of 2-methyl-1,2,3,4-tetrahydro-4-isoquinolinol (6.0 g, 0.037 mole) in 30 ml dry DMF is added dropwise under nitrogen to a suspension of sodium hydride 50% (98%) (2.2 g, 0.044 mole), previously washed with hexane, in 50 ml dry DMF. After one hour the mixture is slowly warmed to 75° C. at which time fluorobenzene (7.1 g. 0.074 mole) in 30 ml dry DMF is added dropwise. The reaction mixture is stirred at 95° C. for four hours then at 75° C. for about 16 hours. Most of the solvent is remov...